describe an organic reaction: reactants, conditions, products, and yield From a dataset of the Open Reaction Database (ORD), a public repository of structured organic reaction records. The reactants are O=C(n1ccnc1)n1ccnc1, O=C([O-])O, O=C(O)c1cccc(-n2c(=O)c(Cc3ccccc3)nc3cccnc32)c1, CCOC(C)=O, Nc1ccccc1, [Na+], C1CCOC1. Product: O=C(Nc1ccccc1)c1cccc(-n2c(=O)c(Cc3ccccc3)nc3cccnc32)c1. As a reaction SMILES: [C:28]([n:29]1[cH:30][cH:31][n:32][cH:33]1)([n:34]1[cH:35][cH:36][n:37][cH:38]1)=[O:39].[C:47]([OH:48])([O-:49])=[O:50].[CH2:1]([c:2]1[cH:3][cH:4][cH:5][cH:6][cH:7]1)[c:8]1[n:9][c:10]2[c:11]([n:12](-[c:15]3[cH:16][c:17]([C:21]([OH:22])=[O:23])[cH:18][cH:19][cH:20]3)[c:13]1=[O:14])[n:24][cH:25][cH:26][cH:27]2.[CH3:57][CH2:58][O:59][C:60](=[O:61])[CH3:62].[NH2:40][c:41]1[cH:42][cH:43][cH:44][cH:45][cH:46]1.[Na+:51].[O:52]1[CH2:53][CH2:54][CH2:55][CH2:56]1>>[CH2:1]([c:2]1[cH:3][cH:4][cH:5][cH:6][cH:7]1)[c:8]1[n:9][c:10]2[c:11]([n:12](-[c:15]3[cH:16][c:17]([C:47]([NH:40][c:41]4[cH:42][cH:43][cH:44][cH:45][cH:46]4)=[O:50])[cH:18][cH:19][cH:20]3)[c:13]1=[O:14])[n:24][cH:25][cH:26][cH:27]2. Starting materials: [Mg] (magnesium), ClC1=CC=C(C=C1)Cl (1,4-dichlorobenzene), BrCCCCC=C (6-bromo-1-hexene). The solvent is O1CCCC1 (tetrahydrofuran), O1CCCC1 (tetrahydrofuran). Conditions: temperature 80 celsius, time 4 hour. Yields the product C(CCCC=C)C1=CC=C(C=C1)Cl (4-(5-hexenyl)-1-chlorobenzene). Yield: 40.0%. Reaction SMILES: Cl[C:2]1[CH:7]=[CH:6][C:5]([Cl:8])=[CH:4][CH:3]=1.[Mg].Br[CH2:11][CH2:12][CH2:13][CH2:14][CH:15]=[CH2:16]>O1CCCC1>[CH2:16]([C:2]1[CH:7]=[CH:6][C:5]([Cl:8])=[CH:4][CH:3]=1)[CH2:15][CH2:14][CH2:13][CH:12]=[CH2:11]. Reported procedure: A solution containing 294 g (2 mol) of 1,4-dichlorobenzene in 500 ml of anhydrous tetrahydrofuran was added dropwise over a period of about 110 minutes under nitrogen at 80° C. to a stirred suspension containing 48.6 g (2.0 mol) of magnesium turnings. The mixture was subsequently heated for 2 hours at 80°-84° C., then decanted from the excess magnesium, and the resultant solution of the Grignard compound was added dropwise over a period of 30 minutes at 80° C. to a stirred solution containing 19... The reactants are COC([C@H]1N(CCC1)C(CCCCCCCCCCC\C=C/CCCCCCCC)=O)=O (N-erucoyl-proline methyl ester), N1=CC=C(C=C1)C1SCC(N1)C(=O)O (2-(4-pyridinyl)-4-thiazolidine carboxylic acid), C(CCCCCCCCCCC\C=C/CCCCCCCC)(=O)O (erucic acid), [Cl-] (chloride). Run in N1=CC=CC=C1 (pyridine), C(Cl)Cl (methylene chloride). Yields the product C(CCCCCCCCCCC\C=C/CCCCCCCC)(=O)N1C(SC=C1)(C(=O)O)C1=CC=NC=C1 (N-erucoyl-2-(4-pyridinyl)-4-thiazoline carboxylic acid). Isolated yield 99.0%. Reaction SMILES: C[O:2][C:3](=[O:32])[C@@H:4]1[CH2:8][CH2:7][CH2:6][N:5]1[C:9](=O)[CH2:10]CCCCCCCCCC/C=C\CCCCCCCC.[C:33]([OH:56])(=O)[CH2:34][CH2:35][CH2:36][CH2:37][CH2:38][CH2:39][CH2:40][CH2:41][CH2:42][CH2:43][CH2:44]/[CH:45]=[CH:46]\[CH2:47][CH2:48][CH2:49][CH2:50][CH2:51][CH2:52][CH2:53][CH3:54].[Cl-].N1C=CC(C2[NH:68][CH:67](C(O)=O)[CH2:66][S:65]2)=CC=1>N1C=CC=CC=1.C(Cl)Cl>[C:33]([N:68]1[CH:67]=[CH:66][S:65][C:4]1([C:8]1[CH:7]=[CH:6][N:5]=[CH:9][CH:10]=1)[C:3]([OH:2])=[O:32])(=[O:56])[CH2:34][CH2:35][CH2:36][CH2:37][CH2:38][CH2:39][CH2:40][CH2:41][CH2:42][CH2:43][CH2:44]/[CH:45]=[CH:46]\[CH2:47][CH2:48][CH2:49][CH2:50][CH2:51][CH2:52][CH2:53][CH3:54]. Reported procedure: In a manner similar to (i), erucic acid (1 g) was converted to its chloride, to which was added 2-(4-pyridinyl)-4-thiazolidine carboxylic acid (618 mg). The mixture was stirred in pyridine (6 ml)-methylene chloride (2 ml) at room temperature for two hours. The solvent was concentrated, then the residue was washed with water. Resultant precipitates were dried and purified by means of a silica gel column chromatography (chloroform:methanol=10:1), followed by recrystallization from methanol to affo... Starting materials: product, NC=1C=C(C(=O)NC2=CC=C(C=C2)Br)C=CC1OC1=CC=C(C=C1)O (3-Amino-N-(4-bromo-phenyl)-4-(4-hydroxy-phenoxy)-benzamide), C(#N)C=1C(=NC(=CC1)C)N=CN(C)C (N′-(3-Cyano-6-methyl-pyridin-2-yl)-N,N-dimethyl-formamidine), C(#N)C=1C(=NC(=CC1)C)N=CN(C)C (N′-(3-Cyano-6-methyl-pyridin-2-yl)-N,N-dimethyl-formamidine). Product: BrC1=CC=C(C=C1)NC(C1=CC(=C(C=C1)OC1=CC=C(C=C1)O)NC=1C2=C(N=CN1)N=C(C=C2)C)=O (N-(4-Bromo-phenyl)-4-(4-hydroxy-phenoxy)-3-(7-methyl-pyrido[2,3-d]pyrimidin-4-ylamino)-benzamide). The yield is 49.0%. As a reaction SMILES: [NH2:1][C:2]1[CH:3]=[C:4]([CH:15]=[CH:16][C:17]=1[O:18][C:19]1[CH:24]=[CH:23][C:22]([OH:25])=[CH:21][CH:20]=1)[C:5]([NH:7][C:8]1[CH:13]=[CH:12][C:11]([Br:14])=[CH:10][CH:9]=1)=[O:6].C([C:28]1[C:29]([N:35]=[CH:36][N:37]([CH3:39])C)=[N:30][C:31]([CH3:34])=[CH:32][CH:33]=1)#N>>[Br:14][C:11]1[CH:12]=[CH:13][C:8]([NH:7][C:5](=[O:6])[C:4]2[CH:15]=[CH:16][C:17]([O:18][C:19]3[CH:24]=[CH:23][C:22]([OH:25])=[CH:21][CH:20]=3)=[C:2]([NH:1][C:39]3[C:28]4[CH:33]=[CH:32][C:31]([CH3:34])=[N:30][C:29]=4[N:35]=[CH:36][N:37]=3)[CH:3]=2)=[CH:9][CH:10]=1. Reported procedure: The product of Example 37C was reacted with the product of Example 9B using the procedure of Example 37D substituting the product of Example 9B for the product of Example 8E to provide the crude title compound which was purified by column chromatography on silica gel using methanol/dichloromethane as eluent to provide the title product (42 mg, 49%). 1H NMR (300 MHz, DMSO-D6) δ ppm: 2.66 (s, 3 H) 6.75 (d, J=8.82 Hz, 2 H) 6.89 (t, J=8.27 Hz, 3 H) 7.53 (d, J=8.82 Hz, 3 H) 7.75 (d, J=9.19 Hz, 2 H) 7... The reactants are CCCCO, C[Si](C)(C)Cl, Cc1ccc(S(=O)(=O)n2ccc3c(N4CCC(O)C4)nc(Cl)nc32)cc1, CC(=O)N1CCN(c2ccc(N)cc2)CC1. Product: CC(=O)N1CCN(c2ccc(Nc3nc(N4CCC(O)C4)c4ccn(S(=O)(=O)c5ccc(C)cc5)c4n3)cc2)CC1. RXN SMILES: [CH2:48]([OH:49])[CH2:50][CH2:51][CH3:52].[CH3:43][Si:44]([Cl:45])([CH3:46])[CH3:47].[Cl:1][c:2]1[n:3][c:4]([N:21]2[CH2:22][CH:23]([OH:26])[CH2:24][CH2:25]2)[c:5]2[c:6]([n:7]1)[n:8]([S:11](=[O:12])(=[O:13])[c:14]1[cH:15][cH:16][c:17]([CH3:18])[cH:19][cH:20]1)[cH:9][cH:10]2.[NH2:27][c:28]1[cH:29][cH:30][c:31]([N:34]2[CH2:35][CH2:36][N:37]([C:40]([CH3:41])=[O:42])[CH2:38][CH2:39]2)[cH:32][cH:33]1>>[c:2]1([NH:27][c:28]2[cH:29][cH:30][c:31]([N:34]3[CH2:35][CH2:36][N:37]([C:40]([CH3:41])=[O:42])[CH2:38][CH2:39]3)[cH:32][cH:33]2)[n:3][c:4]([N:21]2[CH2:22][CH:23]([OH:26])[CH2:24][CH2:25]2)[c:5]2[c:6]([n:7]1)[n:8]([S:11](=[O:12])(=[O:13])[c:14]1[cH:15][cH:16][c:17]([CH3:18])[cH:19][cH:20]1)[cH:9][cH:10]2. Starting materials: FC(C=1C=C(C=CC1Cl)N=C=O)(F)F (3-trifluoromethyl-4-chlorophenyl-isocyanate), NC(C#N)(C)C (α-aminoisobutyronitrile). Product: FC(C=1C=C(C=CC1Cl)N1C(NC(C1=N)(C)C)=O)(F)F (1-(3-trifluoromethyl-4-chlorophenyl)-5-imino-4,4-dimethyl-2-imidazolidinone). RXN SMILES: [F:1][C:2]([F:14])([F:13])[C:3]1[CH:4]=[C:5]([N:10]=[C:11]=[O:12])[CH:6]=[CH:7][C:8]=1[Cl:9].[NH2:15][C:16]([CH3:20])([CH3:19])[C:17]#[N:18]>>[F:14][C:2]([F:13])([F:1])[C:3]1[CH:4]=[C:5]([N:10]2[C:17](=[NH:18])[C:16]([CH3:20])([CH3:19])[NH:15][C:11]2=[O:12])[CH:6]=[CH:7][C:8]=1[Cl:9]. Procedure: 14.5 g. of 3-trifluoromethyl-4-chlorophenyl-isocyanate and 5.5 g. of α-aminoisobutyronitrile are kept at 100° for 20 minutes. For purification, the viscous oil obtained is chromatographed on 500 g. of silica gel (particle size about 0.06-0.2 mm) using methylene chloride/methanol. The product obtained is crystallized from methylene chloride/petroleum ether. After drying under greatly reduced pressure at 50° for 15 hours, 1-(3-trifluoromethyl-4-chlorophenyl)-5-imino-4,4-dimethyl-2-imidazolidinone,...